This data is from the Open Reaction Database (ORD), a public repository of structured organic reaction records. The task is: describe an organic reaction: reactants, conditions, products, and yield Starting materials: C([C@@H]1CO1)OC=1C=C(C=C2C(=O)OCC2)C=CC1 ((S)-α-(3-glycidyloxybenzylidene)-γ-butyrolactone), ClC=1C=C(C=CC1Cl)C1CCNCC1 (4-(3,4-dichlorophenyl)piperidine). The product is Cl.ClC=1C=C(C=CC1Cl)C1CCN(CC1)C[C@@H](COC=1C=C(C=C2C(=O)OCC2)C=CC1)O ((S)-α-(3-(3-(4-(3,4-dichlorophenyl)piperidino)-2-hydroxypropyloxy)benzylidene)-γ-butyrolactone hydrochloride). RXN SMILES: [CH2:1]([O:5][C:6]1[CH:7]=[C:8]([CH:16]=[CH:17][CH:18]=1)[CH:9]=[C:10]1[CH2:15][CH2:14][O:13][C:11]1=[O:12])[C@H:2]1[O:4][CH2:3]1.[Cl:19][C:20]1[CH:21]=[C:22]([CH:27]2[CH2:32][CH2:31][NH:30][CH2:29][CH2:28]2)[CH:23]=[CH:24][C:25]=1[Cl:26]>>[ClH:19].[Cl:19][C:20]1[CH:21]=[C:22]([CH:27]2[CH2:32][CH2:31][N:30]([CH2:3][C@H:2]([OH:4])[CH2:1][O:5][C:6]3[CH:7]=[C:8]([CH:16]=[CH:17][CH:18]=3)[CH:9]=[C:10]3[CH2:15][CH2:14][O:13][C:11]3=[O:12])[CH2:29][CH2:28]2)[CH:23]=[CH:24][C:25]=1[Cl:26] |f:2.3|. Procedure: In the same manner as in Example 425, the title compound was synthesized from (S)-α-(3-glycidyloxybenzylidene)-γ-butyrolactone and 4-(3,4-dichlorophenyl)piperidine, melting point 147–149° C. The reactants are C([O-])([O-])=O.[K+].[K+] (potassium carbonate), C(C)OC(=O)C1CN(CCC1=O)CC1=CC=CC=C1 (1-benzyl-4-oxo-piperidine-3-carboxylic acid ethyl ester), C(CCC)I (butyl iodide). The solvent is CC(=O)C (acetone), CC(=O)C (acetone). Conditions: time 30 minute. Product: C(C1=CC=CC=C1)N1CC(C(CC1)=O)CCCC (1-Benzyl-3-butyl-piperidine-4-one). Yield: 68.2%. RXN SMILES: C(=O)([O-])[O-].[K+].[K+].C(O[C:10]([CH:12]1[C:17](=[O:18])[CH2:16][CH2:15][N:14]([CH2:19][C:20]2[CH:25]=[CH:24][CH:23]=[CH:22][CH:21]=2)[CH2:13]1)=O)C.[CH2:26](I)[CH2:27][CH2:28]C>CC(C)=O>[CH2:19]([N:14]1[CH2:15][CH2:16][C:17](=[O:18])[CH:12]([CH2:10][CH2:26][CH2:27][CH3:28])[CH2:13]1)[C:20]1[CH:21]=[CH:22][CH:23]=[CH:24][CH:25]=1 |f:0.1.2|. Procedure details: To a suspension of anhydrous potassium carbonate (22.8 g) and 1-benzyl-4-oxo-piperidine-3-carboxylic acid ethyl ester (10 g) in acetone (125 ml) was added a solution of butyl iodide (13.4 g, 8.3 ml) in acetone (50 ml) under argon over a period of 30 minutes. The resulting suspension was stirred at RT for 30 min and then refluxed for 12 hours. The suspension was cooled, filtered and concentrated in vacuo. The residue was dissolved in DCM and the solution was washed with water and brine, dried ove... Starting materials: ClC=1C=C(C=CC1)NCCN (N-(3-chlorophenyl)-1,2-diaminoethane), C(#N)[BH3-].[Na+] (Sodium cyanoborohydride), Cl.N12CC(C(CC1)CC2)=O (3-quinuclidinone hydrochloride), C(C)(=O)O (acetic acid). Solvent: CO (methanol). Yields the product N12CC(C(CC1)CC2)NCCNC2=CC(=CC=C2)Cl (N-(1-azabicyclo[2.2.2]oct-3-yl)-N'-(3-chlorophenyl)-1,2-diaminoethane). Yield: 3.7%. RXN SMILES: [Cl:1][C:2]1[CH:3]=[C:4]([NH:8][CH2:9][CH2:10][NH2:11])[CH:5]=[CH:6][CH:7]=1.Cl.[N:13]12[CH2:20][CH2:19][CH:16]([CH2:17][CH2:18]1)[C:15](=O)[CH2:14]2.C(O)(=O)C.C([BH3-])#N.[Na+]>CO>[N:13]12[CH2:20][CH2:19][CH:16]([CH2:17][CH2:18]1)[CH:15]([NH:11][CH2:10][CH2:9][NH:8][C:4]1[CH:5]=[CH:6][CH:7]=[C:2]([Cl:1])[CH:3]=1)[CH2:14]2 |f:1.2,4.5|. Procedure details: To a stirred solution of N-(3-chlorophenyl)-1,2-diaminoethane (1 g; 0,00586 moles) in 25 ml of anhydrous methanol kept under nitrogen atmosphere, 3-quinuclidinone hydrochloride (1.01 g, 0.0062? moles) is added. The pH is adjusted to pH 6 by addition of glacial acetic acid. Sodium cyanoborohydride (0.74 g; 0.0117 moles) is added in two portions. The reaction mixture is refluxed for 10 hours, cooled and then filtered. After evaporation to dryness the residue is taken up with water, basified with 2... Reactants: O=C1CCN(CC1)C1=C(C=C(C=C1)N1C(O[C@H](C1)CO)=O)F ((R)-{3-[4-(4-oxo-piperidin-1-yl)-3-fluorophenyl]-2-oxo-oxazolidin-5-ylmethyl}-alcohol), C(C)OP(OCC)(=O)C(C)C#N (diethyl(1-cyanoethyl)-phosphonate). The product is C(#N)C(C)=C1CCN(CC1)C1=C(C=C(C=C1)N1C(O[C@H](C1)CO)=O)F ((R)-{3-[4-(4-(1-cyanoethylidene)-piperidin-1-yl)-3-fluorophenyl]-2-oxo-oxazolidin-5-ylmethyl}-alcohol). Yield: 63.0%. As a reaction SMILES: O=[C:2]1[CH2:7][CH2:6][N:5]([C:8]2[CH:13]=[CH:12][C:11]([N:14]3[CH2:18][C@H:17]([CH2:19][OH:20])[O:16][C:15]3=[O:21])=[CH:10][C:9]=2[F:22])[CH2:4][CH2:3]1.C(OP([CH:31]([C:33]#[N:34])[CH3:32])(=O)OCC)C>>[C:33]([C:31](=[C:2]1[CH2:7][CH2:6][N:5]([C:8]2[CH:13]=[CH:12][C:11]([N:14]3[CH2:18][C@H:17]([CH2:19][OH:20])[O:16][C:15]3=[O:21])=[CH:10][C:9]=2[F:22])[CH2:4][CH2:3]1)[CH3:32])#[N:34]. Procedure details: The title compound was prepared by following the procedure of Example 1 and by using (R)-{3-[4-(4-oxo-piperidin-1-yl)-3-fluorophenyl]-2-oxo-oxazolidin-5-ylmethyl}-alcohol and diethyl(1-cyanoethyl)-phosphonate in 63% yield. Reported procedure: 3-[2-Methyl-4-(2-{5-methyl-2-[4-(4,4,5,5-tetramethyl-[1,3,2]dioxaborolan-2-yl)-phenyl]-oxazol-4-yl}-ethoxy)-phenyl]-propionic acid methyl ester (167 mg; 0.328 mmol) is dissolved in anhydrous toluene (1 mL), degassed, and filled with nitrogen three times. [1,1′-Bis-(diphenylphosphino)ferrocene]dichloropalladium(II) (15 mg, 0.02 mmol), 2-bromopyridine (67 ul, 0.7 mmol), and sodium carbonate (150 uL, 10 M aqueous, 1.5 mmol) are added, and the degassing procedure is repeated. The reaction is heated ... The solvent is C1(=CC=CC=C1)C (toluene). Conditions: temperature 100 celsius. Reagents/catalysts: C1=CC=C(C=C1)P([C-]2C=CC=C2)C3=CC=CC=C3.C1=CC=C(C=C1)P([C-]2C=CC=C2)C3=CC=CC=C3.Cl[Pd]Cl.[Fe+2] ([1,1′-Bis-(diphenylphosphino)ferrocene]dichloropalladium(II)). The reactants are COC(CCC1=C(C=C(C=C1)OCCC=1N=C(OC1C)C1=CC=C(C=C1)B1OC(C(O1)(C)C)(C)C)C)=O (3-[2-Methyl-4-(2-{5-methyl-2-[4-(4,4,5,5-tetramethyl-[1,3,2]dioxaborolan-2-yl)-phenyl]-oxazol-4-yl}-ethoxy)-phenyl]-propionic acid methyl ester), BrC1=NC=CC=C1 (2-bromopyridine), C([O-])([O-])=O.[Na+].[Na+] (sodium carbonate). As a reaction SMILES: [CH3:1][O:2][C:3](=[O:37])[CH2:4][CH2:5][C:6]1[CH:11]=[CH:10][C:9]([O:12][CH2:13][CH2:14][C:15]2[N:16]=[C:17]([C:21]3[CH:26]=[CH:25][C:24](B4OC(C)(C)C(C)(C)O4)=[CH:23][CH:22]=3)[O:18][C:19]=2[CH3:20])=[CH:8][C:7]=1[CH3:36].Br[C:39]1[CH:44]=[CH:43][CH:42]=[CH:41][N:40]=1.C(=O)([O-])[O-].[Na+].[Na+]>C1(C)C=CC=CC=1.C1C=CC(P(C2C=CC=CC=2)[C-]2C=CC=C2)=CC=1.C1C=CC(P(C2C=CC=CC=2)[C-]2C=CC=C2)=CC=1.Cl[Pd]Cl.[Fe+2]>[CH3:1][O:2][C:3](=[O:37])[CH2:4][CH2:5][C:6]1[CH:11]=[CH:10][C:9]([O:12][CH2:13][CH2:14][C:15]2[N:16]=[C:17]([C:21]3[CH:22]=[CH:23][C:24]([C:39]4[CH:44]=[CH:43][CH:42]=[CH:41][N:40]=4)=[CH:25][CH:26]=3)[O:18][C:19]=2[CH3:20])=[CH:8][C:7]=1[CH3:36] |f:2.3.4,6.7.8.9|. The product is COC(CCC1=C(C=C(C=C1)OCCC=1N=C(OC1C)C1=CC=C(C=C1)C1=NC=CC=C1)C)=O (3-(2-Methyl-4-{2-[5-methyl-2-(4-pyridin-2-yl-phenyl)-oxazol-4-yl]-ethoxy}-phenyl)-propionic acid methyl ester). Reactants: compound ( VII ), FC1=C(C=C(C=C1)[N+](=O)[O-])N1C(C2=C(C1=O)CCCC2)=O (N-(2-fluoro-5-nitrophenyl)-3,4,5,6-tetrahydrophthalimide), Cl (hydrochloric acid), S(O)(O)(=O)=O (sulfuric acid). The reagents and catalysts are [Fe] (iron). The solvent is C(C)(=O)O (acetic acid). Product: FC1=C(C=C(C=C1)N)N1C(C2=C(C1=O)CCCC2)=O (N-(2-fluoro-5-aminophenyl)-3,4,5,6-tetrahydrophthalimide). Reaction SMILES: [F:1][C:2]1[CH:7]=[CH:6][C:5]([N+:8]([O-])=O)=[CH:4][C:3]=1[N:11]1[C:15](=[O:16])[C:14]2[CH2:17][CH2:18][CH2:19][CH2:20][C:13]=2[C:12]1=[O:21].Cl.S(=O)(=O)(O)O>[Fe].C(O)(=O)C>[F:1][C:2]1[CH:7]=[CH:6][C:5]([NH2:8])=[CH:4][C:3]=1[N:11]1[C:15](=[O:16])[C:14]2[CH2:17][CH2:18][CH2:19][CH2:20][C:13]=2[C:12]1=[O:21]. Procedure: The compound (VIII) is prepared by reacting the compound (VII), i.e. N-(2-fluoro-5-nitrophenyl)-3,4,5,6-tetrahydrophthalimide, with a 2 to 5 equivalent amount of iron powders (e.g. reduced iron, electrolytic iron) in a solvent in the presence of a catalytic amount of an acid (e.g. hydrochloric acid, sulfuric acid, acetic acid) at a temperature of 90° to 120° C. for a period of 1 to 10 hours. The reactants are C=CCOC(=O)c1cccc(NC(C(=O)O)c2ccccc2)c1, C1CCOC1, C(=NC1CCCCC1)=NC1CCCCC1, OC1CN2CCC1CC2, On1nnc2ccccc21. Yields the product C=CCOC(=O)c1cccc(NC(C(=O)OC2CN3CCC2CC3)c2ccccc2)c1. As a reaction SMILES: [CH2:1]([CH:2]=[CH2:3])[O:4][C:5](=[O:6])[c:7]1[cH:8][c:9]([NH:13][CH:14]([C:15](=[O:16])[OH:17])[c:18]2[cH:19][cH:20][cH:21][cH:22][cH:23]2)[cH:10][cH:11][cH:12]1.[CH2:58]1[O:59][CH2:60][CH2:61][CH2:62]1.[CH:24]1([N:25]=[C:26]=[N:27][CH:28]2[CH2:29][CH2:30][CH2:31][CH2:32][CH2:33]2)[CH2:34][CH2:35][CH2:36][CH2:37][CH2:38]1.[N:49]12[CH2:50][CH:51]([OH:57])[CH:52]([CH2:53][CH2:54]1)[CH2:55][CH2:56]2.[OH:39][n:40]1[c:41]2[c:42]([cH:43][cH:44][cH:45][cH:46]2)[n:47][n:48]1>>[CH2:1]([CH:2]=[CH2:3])[O:4][C:5](=[O:6])[c:7]1[cH:8][c:9]([NH:13][CH:14]([C:15](=[O:16])[O:17][CH:51]2[CH2:50][N:49]3[CH2:54][CH2:53][CH:52]2[CH2:55][CH2:56]3)[c:18]2[cH:19][cH:20][cH:21][cH:22][cH:23]2)[cH:10][cH:11][cH:12]1. Procedure details: 4-Aminomethyl)benzoic acid (3.0 g) is suspended in pyridine (15 mL) and the mixture cooled in an ice water bath. Butyric anhydride (9.2 mL) is added dropwise to the stirred suspension over a 20 min period. The ice bath is removed and the mixture stirred at room temperature overnight. The mixture is poured into 150 mL ice water and made acidic (pH 1.5) by addition of concentrated HCl. The precipitate is recovered by suction filtration and recrystallized from ethyl acetate to produce N-(4-carboxyb... Yields the product C(=O)(O)C1=CC=C(CNC(CCC)=O)C=C1 (N-(4-carboxybenzyl)butyramide). RXN SMILES: [C:1]([OH:9])(=[O:8])[C:2]1[CH:7]=[CH:6][CH:5]=[CH:4][CH:3]=1.[C:10]([O:15]C(=O)CCC)(=O)[CH2:11][CH2:12][CH3:13].[N:21]1C=CC=C[CH:22]=1>>[C:1]([C:2]1[CH:7]=[CH:6][C:5]([CH2:22][NH:21][C:10](=[O:15])[CH2:11][CH2:12][CH3:13])=[CH:4][CH:3]=1)([OH:9])=[O:8]. Starting materials: C(C1=CC=CC=C1)(=O)O (benzoic acid), C(CCC)(=O)OC(CCC)=O (Butyric anhydride), N1=CC=CC=C1 (pyridine). Conditions: time 8 hour. Reactants: C1COCCN1, CCO, O=C(CCl)Nc1cccc(-c2cnc3ccccc3n2)c1. The product is O=C(CN1CCOCC1)Nc1cccc(-c2cnc3ccccc3n2)c1. RXN SMILES: [CH2:22]1[CH2:23][O:24][CH2:25][CH2:26][NH:27]1.[CH3:28][CH2:29][OH:30].[Cl:1][CH2:2][C:3](=[O:4])[NH:5][c:6]1[cH:7][c:8](-[c:12]2[n:13][c:14]3[cH:15][cH:16][cH:17][cH:18][c:19]3[n:20][cH:21]2)[cH:9][cH:10][cH:11]1>>[CH2:2]([C:3](=[O:4])[NH:5][c:6]1[cH:7][c:8](-[c:12]2[n:13][c:14]3[cH:15][cH:16][cH:17][cH:18][c:19]3[n:20][cH:21]2)[cH:9][cH:10][cH:11]1)[N:27]1[CH2:22][CH2:23][O:24][CH2:25][CH2:26]1. Product: [N+](=O)([O-])C1=CC2=C(NC(=N2)CN2CCCC2)C=C1 (5-nitro-2-pyrrolidin-1-ylmethyl-1H-benzimidazole). As a reaction SMILES: [NH:1]1[CH2:5][CH2:4][CH2:3][CH2:2]1.Cl[CH2:7][C:8]1[NH:12][C:11]2[CH:13]=[CH:14][C:15]([N+:17]([O-:19])=[O:18])=[CH:16][C:10]=2[N:9]=1>C(Cl)Cl>[N+:17]([C:15]1[CH:14]=[CH:13][C:11]2[NH:12][C:8]([CH2:7][N:1]3[CH2:5][CH2:4][CH2:3][CH2:2]3)=[N:9][C:10]=2[CH:16]=1)([O-:19])=[O:18]. Reaction conditions: time 8 hour. Procedure: 9.47 mL (113 mmol) pyrrolidine are added to a solution of 6.00 g (28.4 mmol) 2-chloromethyl-5-nitro-1H-benzimidazole in 100 mL DCM. The reaction is stirred overnight at RT. The reaction solution is washed four times with water. The organic phase is dried over MgSO4 and the solvent is eliminated i.vac. Run in C(Cl)Cl (DCM). The reactants are N1CCCC1 (pyrrolidine), ClCC1=NC2=C(N1)C=CC(=C2)[N+](=O)[O-] (2-chloromethyl-5-nitro-1H-benzimidazole).